The task is: describe an organic reaction: reactants, conditions, products, and yield. This data is from the Open Reaction Database (ORD), a public repository of structured organic reaction records. Reactants: C(C1=CC=CC=C1)N1C(C(C)=CC1=O)=O (N-benzylcitraconimide), C(C1=CC=CC=C1)N (benzylamine). Solvent: O1CCCC1 (tetrahydrofuran). Yields the product C(C1=CC=CC=C1)N1C(C(CC1=O)(C)NCC1=CC=CC=C1)=O (1-Benzyl-3-benzylamino-3-methylpyrrolidine-2,5-dione). Isolated yield 38.0%. Reaction SMILES: [CH2:1]([N:8]1[C:13](=[O:14])[CH:12]=[C:10]([CH3:11])[C:9]1=[O:15])[C:2]1[CH:7]=[CH:6][CH:5]=[CH:4][CH:3]=1.[CH2:16]([NH2:23])[C:17]1[CH:22]=[CH:21][CH:20]=[CH:19][CH:18]=1>O1CCCC1>[CH2:1]([N:8]1[C:13](=[O:14])[CH2:12][C:10]([NH:23][CH2:16][C:17]2[CH:22]=[CH:21][CH:20]=[CH:19][CH:18]=2)([CH3:11])[C:9]1=[O:15])[C:2]1[CH:3]=[CH:4][CH:5]=[CH:6][CH:7]=1. Procedure: 120.6 g (0.6 mol) of N-benzylcitraconimide and 65.2 g (0.6 mol) of benzylamine are heated to reflux in 600 ml of tetrahydrofuran for 16 hours. The solvent is then distilled off, and the residue is chromatographed on silica gel using ethyl acetate-petrol ether 1:1. This gives 76.2 g of an oil, which is 93% strength after analysis by gas chromatography (yield 38% of theory).